From a dataset of the Open Reaction Database (ORD), a public repository of structured organic reaction records. describe an organic reaction: reactants, conditions, products, and yield The yield is 96.4%. Run in C1(=CC=CC=C1)C (toluene). Starting materials: C(=O)O (formic acid), C1COC2(C[C@@H]3CCC(C[C@H]3CC2)=O)O1 (trans-decahydronaphthalen-2,6-dione monoethyleneacetal), O (Water). Run at time 1 hour. Procedure: 21 g of trans-decahydronaphthalen-2,6-dione monoethyleneacetal was dissolved in 110 ml of toluene. 50 ml of formic acid was added to the solution, and the mixture was stirred for 1 hour at room temperature. Water was added to the mixture, and the organic phase was separated, rinsed with water, a saturated aqueous solution of sodium hydrogencarbonate, and a saturated saline solution, in sequence, and dried on anhydrous sodium sulfate. Then, the solvent was evaporated to obtain 16 g of pale yellow... Yields the product C1C(CC[C@@H]2CC(CC[C@@H]12)=O)=O (trans-decahydronaphthalen-2,6-dione). RXN SMILES: C1O[C:4]2([CH2:13][CH2:12][C@H:11]3[C@@H:6]([CH2:7][CH2:8][C:9](=[O:14])[CH2:10]3)[CH2:5]2)[O:3]C1.C(O)=O.O>C1(C)C=CC=CC=1>[CH2:5]1[C@H:6]2[C@@H:11]([CH2:10][C:9](=[O:14])[CH2:8][CH2:7]2)[CH2:12][CH2:13][C:4]1=[O:3]. Reactants: C([O-])(O)=O.[Na+] (sodium bicarbonate), BrC=1C=C(C=CC1)C=CCCCC(=O)O (6-(3-Bromophenyl)-5-hexenoic acid), C(O)([O-])=O.[K+] (potassium hydrogen carbonate), [I-].[K+] (potassium iodide), II (iodine). Run in S(=S)(=O)([O-])[O-].[Na+].[Na+] (sodium thiosulfate), C1CCOC1 (THF), O (water). Reaction conditions: time 20 minute. Yields the product BrC=1C=C(C=CC1)C1CC(C(OC1)=O)CI (5-(3-Bromophenyl)iodomethyl-tetrahydropyran-2-one). RXN SMILES: [Br:1][C:2]1[CH:3]=[C:4]([CH:8]=[CH:9][CH2:10][CH2:11]CC(O)=O)[CH:5]=[CH:6][CH:7]=1.[C:16](=[O:19])([O-])[OH:17].[K+].[I-:21].[K+].II.[C:25](=O)(O)[O-].[Na+]>C1COCC1.O.S([O-])([O-])(=O)=S.[Na+].[Na+]>[Br:1][C:2]1[CH:3]=[C:4]([CH:8]2[CH2:25][O:17][C:16](=[O:19])[CH:10]([CH2:11][I:21])[CH2:9]2)[CH:5]=[CH:6][CH:7]=1 |f:1.2,3.4,6.7,10.11.12|. Procedure: 6-(3-Bromophenyl)-5-hexenoic acid (1.0 g, 3.72 mmole) is dissolved in 15 ml THF in a 100 ml 2-neck round bottom flask under nitrogen. The solution is diluted with 7.5 ml water, treated with solid potassium hydrogen carbonate (430 mg, 4.3 mmole), and stirred 20 minutes at room temperature. The reaction mixture is protected from light, cooled to -20° C., and treated successively portion-wise with potassium iodide (2.7 g, 16.9 mmole) and iodine (8.5 g, 33.6 mmole). The reaction is stirred 30 minute...